This data is from the Open Reaction Database (ORD), a public repository of structured organic reaction records. The task is: describe an organic reaction: reactants, conditions, products, and yield The reactants are C(C1=CC=CC=C1)OC=1C(=C(C=CC1)N)N (3-benzyloxy-1,2-diaminobenzene), C(=O)O (formic acid). RXN SMILES: [CH2:1]([O:8][C:9]1[C:10]([NH2:16])=[C:11]([NH2:15])[CH:12]=[CH:13][CH:14]=1)[C:2]1[CH:7]=[CH:6][CH:5]=[CH:4][CH:3]=1.[CH:17](O)=O>C(Cl)Cl>[CH2:1]([O:8][C:9]1[C:10]2[NH:16][CH:17]=[N:15][C:11]=2[CH:12]=[CH:13][CH:14]=1)[C:2]1[CH:3]=[CH:4][CH:5]=[CH:6][CH:7]=1. Procedure details: A mixture of 3-benzyloxy-1,2-diaminobenzene 1.6 g (0.0073 mol) and formic acid (2.6 g, 0.057 mol) was heated to reflux for 1.5 h. The resulting mixture was then cooled, dissolved in methylene chloride, washed with 10% sodium carbonate solution, dried (Na2SO4) and evaporated to dryness in vacuo. The residue was recrystallized from acetonitrile to give the title compound in 0.75 g (46%) yield, m.p. 165°-167° C. The product is C(C1=CC=CC=C1)OC1=CC=CC=2N=CNC21 (4-benzyloxybenzimidazole). The solvent is C(Cl)Cl (methylene chloride). The reactants are C(C)(C)(C)OC(N([C@H]1[C@@H](C1)C1=CC=C(C=C1)N1C(C2=CC=CC=C2C1)=O)CC1CC1)=O (tert-Butyl(cyclopropylmethyl){trans-2-[4-(1-oxo-1,3-dihydro-2H-isoindol-2-yl)phenyl]cyclopropyl}carbamate), Cl.COC1CCCC1 (hydrochloric acid cyclopentyl methyl ether). Reaction conditions: time 4 hour. Product: Cl.C1(CC1)CN[C@H]1[C@@H](C1)C1=CC=C(C=C1)N1C(C2=CC=CC=C2C1)=O (2-(4-{trans-2-[(cyclopropylmethyl)amino]cyclopropyl}phenyl)isoindolin-1-one hydrochloride). RXN SMILES: C(OC(=O)[N:7]([CH2:27][CH:28]1[CH2:30][CH2:29]1)[C@@H:8]1[CH2:10][C@H:9]1[C:11]1[CH:16]=[CH:15][C:14]([N:17]2[CH2:25][C:24]3[C:19](=[CH:20][CH:21]=[CH:22][CH:23]=3)[C:18]2=[O:26])=[CH:13][CH:12]=1)(C)(C)C.[ClH:32].COC1CCCC1>>[ClH:32].[CH:28]1([CH2:27][NH:7][C@@H:8]2[CH2:10][C@H:9]2[C:11]2[CH:16]=[CH:15][C:14]([N:17]3[CH2:25][C:24]4[C:19](=[CH:20][CH:21]=[CH:22][CH:23]=4)[C:18]3=[O:26])=[CH:13][CH:12]=2)[CH2:29][CH2:30]1 |f:1.2,3.4|. Procedure details: tert-Butyl(cyclopropylmethyl){trans-2-[4-(1-oxo-1,3-dihydro-2H-isoindol-2-yl)phenyl]cyclopropyl}carbamate (123.7 mg) was dissolved in 4N hydrochloric acid/cyclopentyl methyl ether solution (1.5 mL), and the mixture was stirred at room temperature for 4 hr. The solvent was evaporated under reduced pressure. The residue was recrystallized from methanol/diisopropyl ether to give the title compound (76.4 mg). Reactants: FC(CNC(=O)C1(C2=CC=CC=C2C=2C=CC=CC12)CCCCBr)(F)F (9-(4-bromo-butyl)-9H-fluorene-9-carboxylic acid-(2,2,2-trifluoro-ethyl)-amide), C(C)OC=1C=CC=C2C=CC(=CC12)N1CCNCC1 (1-(8-ethoxy-naphthalen-2-yl)-piperazine), C([O-])([O-])=O.[K+].[K+] (potassium carbonate). Yields the product FC(CNC(=O)C1(C2=CC=CC=C2C=2C=CC=CC12)CCCCN1CCN(CC1)C1=CC2=C(C=CC=C2C=C1)OCC)(F)F (9-{4-[4-(8-ethoxy-naphthalen-2-yl)-piperazin-1-yl]-butyl}-9H-fluorene-9-carboxylic acid-(2,2,2-trifluoro-ethyl)-amide). Procedure: A suspension of 0.5 g (1.17 mmol) of 9-(4-bromo-butyl)-9H-fluorene-9-carboxylic acid-(2,2,2-trifluoro-ethyl)-amide, 0.3 g (1.17 mmol) of 1-(8-ethoxy-naphthalen-2-yl)-piperazine and 1 g (7 mmol) of potassium carbonate in 50 ml of dimethylformamide is stirred for 14 hours at 90° C. The reaction mixture is poured onto water and the precipitate is filtered off. The product is purified by column chromatography on silica gel (eluant: cyclohexane/ethyl acetate=3:2). Run in CN(C=O)C (dimethylformamide). As a reaction SMILES: [F:1][C:2]([F:26])([F:25])[CH2:3][NH:4][C:5]([C:7]1([CH2:20][CH2:21][CH2:22][CH2:23]Br)[C:19]2[CH:18]=[CH:17][CH:16]=[CH:15][C:14]=2[C:13]2[C:8]1=[CH:9][CH:10]=[CH:11][CH:12]=2)=[O:6].[CH2:27]([O:29][C:30]1[CH:31]=[CH:32][CH:33]=[C:34]2[C:39]=1[CH:38]=[C:37]([N:40]1[CH2:45][CH2:44][NH:43][CH2:42][CH2:41]1)[CH:36]=[CH:35]2)[CH3:28].C(=O)([O-])[O-].[K+].[K+]>CN(C)C=O>[F:1][C:2]([F:26])([F:25])[CH2:3][NH:4][C:5]([C:7]1([CH2:20][CH2:21][CH2:22][CH2:23][N:43]2[CH2:42][CH2:41][N:40]([C:37]3[CH:36]=[CH:35][C:34]4[C:39](=[C:30]([O:29][CH2:27][CH3:28])[CH:31]=[CH:32][CH:33]=4)[CH:38]=3)[CH2:45][CH2:44]2)[C:19]2[CH:18]=[CH:17][CH:16]=[CH:15][C:14]=2[C:13]2[C:8]1=[CH:9][CH:10]=[CH:11][CH:12]=2)=[O:6] |f:2.3.4|. Conditions: temperature 90 celsius, time 14 hour. Starting materials: N1C=CC2=CC(=CC=C12)S(=O)(=O)N (1H-indole-5-sulfonamide), N1C=CC2=CC(=CC=C12)S(=O)(=O)N (1H-indole-5-sulfonamide), BrN1C(CCC1=O)=O (N-bromosuccinimide). Run in OS(=O)[O-].[Na+] (NaHSO3), CCOC(=O)C (EtOAc), CN(C)C=O (DMF). Conditions: time 30 minute. Yields the product BrC1=CNC2=CC=C(C=C12)S(=O)(=O)N (3-Bromo-1H-indole-5-sulfonamide). Isolated yield 64.1%. As a reaction SMILES: [NH:1]1[C:9]2[C:4](=[CH:5][C:6]([S:10]([NH2:13])(=[O:12])=[O:11])=[CH:7][CH:8]=2)[CH:3]=[CH:2]1.[Br:14]N1C(=O)CCC1=O>CN(C=O)C.OS([O-])=O.[Na+].CCOC(C)=O>[Br:14][C:3]1[C:4]2[C:9](=[CH:8][CH:7]=[C:6]([S:10]([NH2:13])(=[O:11])=[O:12])[CH:5]=2)[NH:1][CH:2]=1 |f:3.4|. Procedure: To a solution of 1H-indole-5-sulfonamide (Intermediate 54, 100 mg, 0.51 mmol) in DMF (2.0 mL) was added N-bromosuccinimide (91 mg, 0.51 mmol) at 0° C. The resulting reaction mixture was stirred at room temperature for 30 min and then diluted with sat. aq. NaHSO3 solution and EtOAc. The organic layer was washed with sat. aq. NaCl solution, dried over MgSO4, filtered and concentrated in vacuo. The residue was purified using preparative HPLC to give the title compound (90 mg, 61%) as a white solid ... As a reaction SMILES: [CH:1]([C:3]1[CH:4]=[C:5]([CH:11]=[C:12]([CH3:14])[CH:13]=1)[O:6][CH2:7][C:8]([OH:10])=O)=[O:2].[NH2:15][C:16]1[CH:21]=[CH:20][N:19]=[CH:18][CH:17]=1.CN(C(ON1N=NC2C=CC=CC1=2)=[N+](C)C)C.[B-](F)(F)(F)F>CN(C=O)C>[CH:1]([C:3]1[CH:4]=[C:5]([CH:11]=[C:12]([CH3:14])[CH:13]=1)[O:6][CH2:7][C:8]([NH:15][C:16]1[CH:21]=[CH:20][N:19]=[CH:18][CH:17]=1)=[O:10])=[O:2] |f:2.3|. Reported procedure: 2-(3-Formyl-5-methyl-phenoxy)-acetic acid (0.47 g) and 4-aminopyridine (0.46 g) were dissolved in dry DMF (10 ml). The resulting solution, stirring under a nitrogen atmosphere, was treated with TBTU (0.82 g). The resulting mixture was stirred for 68 h and then concentrated at reduced pressure to give a yellow viscous gum. This crude material was purified by preparative hplc. The purified product was partitioned between ethyl acetate and an aqueous solution saturated with sodium bicarbonate, sodi... Reactants: C(=O)C=1C=C(OCC(=O)O)C=C(C1)C (2-(3-Formyl-5-methyl-phenoxy)-acetic acid), NC1=CC=NC=C1 (4-aminopyridine), CN(C)C(=[N+](C)C)ON1C2=C(C=CC=C2)N=N1.[B-](F)(F)(F)F (TBTU). Yield: 61.1%. The solvent is CN(C)C=O (DMF). Yields the product C(=O)C=1C=C(OCC(=O)NC2=CC=NC=C2)C=C(C1)C (2-(3-Formyl-5-methyl-phenoxy)-N-pyridin-4-yl-acetamide). Reactants: C1(=CC=CC=C1)NC1=C(C=CC=C1)N (N-phenyl-1,2-phenylenediamine), C(C=1C(=CC=CC1)OC)(=O)Cl (o-anisoyl chloride). Solvent: CN1C(CCC1)=O (N-methyl-2-pyrrolidinone). Reaction conditions: time 30 minute. Yields the product desired product, C1(=CC=CC=C1)N1C(=NC2=C1C=CC=C2)C2=C(C=CC=C2)OC (o-(1-phenyl-2-benzimidazolyl) anisole). As a reaction SMILES: [C:1]1([NH:7][C:8]2[CH:13]=[CH:12][CH:11]=[CH:10][C:9]=2[NH2:14])[CH:6]=[CH:5][CH:4]=[CH:3][CH:2]=1.[C:15](Cl)(=O)[C:16]1[C:17]([O:22][CH3:23])=[CH:18][CH:19]=[CH:20][CH:21]=1>CN1CCCC1=O>[C:1]1([N:7]2[C:8]3[CH:13]=[CH:12][CH:11]=[CH:10][C:9]=3[N:14]=[C:15]2[C:16]2[CH:21]=[CH:20][CH:19]=[CH:18][C:17]=2[O:22][CH3:23])[CH:2]=[CH:3][CH:4]=[CH:5][CH:6]=1. Procedure details: N-phenyl-1,2-phenylenediamine (25 g, 0.136 mol) was dissolved in 100 ml N-methyl-2-pyrrolidinone (NMP) and o-anisoyl chloride (23.2 g, 0.136 mol) was then added to the solution at room temperature under nitrogen. The reaction mixture was stirred for 30 minutes at room temperature and then the temperature was increased to 220° C. for three hours during which time a white solid precipitated out of solution. After cooling, 150 ml of water was added to the reaction mixture and product was extracted ...